Dataset: the Open Reaction Database (ORD), a public repository of structured organic reaction records. Task: describe an organic reaction: reactants, conditions, products, and yield Starting materials: COC=1C=C(C=CC(=O)O)C=CC1OC (3,4-dimethoxy cinnamic acid), C(C=CC1=CC=CC=C1)(=O)OCC1CO1 (Glycidyl Cinnamate), COC=1C=C(C=CC(=O)O)C=CC1OC (3,4-dimethoxy cinnamic acid). Reagents/catalysts: [Br-].C(CCC)[N+](CCCC)(CCCC)CCCC (tetrabutylammonium bromide). The solvent is O1CCOCC1 (dioxane). Run at time 15.5 hour. Product: COC=1C=C(C=CC1OC)C=CC(=O)OCC(COC(\C=C\C1=CC=CC=C1)=O)O ((E)-3-(cinnamoyloxy)-2-hydroxypropyl 3-(3,4-dimethoxyphenyl)acrylate). As a reaction SMILES: [CH3:1][O:2][C:3]1[CH:4]=[C:5]([CH:11]=[CH:12][C:13]=1[O:14][CH3:15])[CH:6]=[CH:7][C:8]([OH:10])=[O:9].[C:16]([O:26][CH2:27][CH:28]1[O:30][CH2:29]1)(=[O:25])[CH:17]=[CH:18][C:19]1[CH:24]=[CH:23][CH:22]=[CH:21][CH:20]=1>O1CCOCC1.[Br-].C([N+](CCCC)(CCCC)CCCC)CCC>[CH3:1][O:2][C:3]1[CH:4]=[C:5]([CH:6]=[CH:7][C:8]([O:10][CH2:29][CH:28]([OH:30])[CH2:27][O:26][C:16](=[O:25])/[CH:17]=[CH:18]/[C:19]2[CH:24]=[CH:23][CH:22]=[CH:21][CH:20]=2)=[O:9])[CH:11]=[CH:12][C:13]=1[O:14][CH3:15] |f:3.4|. Procedure: 3,4-dimethoxy cinnamic acid (140; 3.82 g; 18.37 mol) was dissolved in 60 mL of dioxane and heated under reflux (60°-70° C.). A catalytic amount (22.5 mg; 0.7 mmol) of tetrabutylammonium bromide and 1.5 g (7.35 mmol) of glycidyl cinnamate (130) were consecutively added to the solution of 3,4-dimethoxy cinnamic acid (140). The resulting mixture was heated to 100°-105° C. with continuous stirring for 15-16 h and then distilled under reduced pressure to yield compound (Id). 1H-NMR (CD3OD) δ 3.81 (s,... Starting materials: O (water), C(C1=CC=CC=C1)OCC(C)OC(CC(=O)C)=O (acetoacetic acid (3-benzyloxy-2-propyl) ester), FC(C1=C(C=O)C=CC=C1)(F)F (o-trifluoromethylbenzaldehyde), N (ammonia). Run in C(C)O (ethanol). The product is C(C1=CC=CC=C1)OCC(C)OC(=O)C1=C(NC(=C(C1C1=C(C=CC=C1)C(F)(F)F)C(=O)OC(C)COCC1=CC=CC=C1)C)C (1,4-dihydro-2,6-dimethyl-4-(2-trifluoromethylphenyl)pyridine-3,5-dicarboxylic acid bis(3-benzyloxy-2-propyl)ester). Reaction SMILES: [CH2:1]([O:8][CH2:9][CH:10]([O:12][C:13](=[O:18])[CH2:14][C:15]([CH3:17])=O)[CH3:11])[C:2]1[CH:7]=[CH:6][CH:5]=[CH:4][CH:3]=1.[F:19][C:20]([F:30])([F:29])[C:21]1[CH:28]=[CH:27][CH:26]=[CH:25][C:22]=1[CH:23]=O.[NH3:31].[OH2:32]>C(O)C>[CH2:1]([O:8][CH2:9][CH:10]([O:12][C:13]([C:14]1[CH:23]([C:22]2[CH:25]=[CH:26][CH:27]=[CH:28][C:21]=2[C:20]([F:30])([F:29])[F:19])[C:14]([C:13]([O:12][CH:10]([CH2:9][O:8][CH2:1][C:2]2[CH:3]=[CH:4][CH:5]=[CH:6][CH:7]=2)[CH3:11])=[O:32])=[C:15]([CH3:17])[NH:31][C:15]=1[CH3:17])=[O:18])[CH3:11])[C:2]1[CH:7]=[CH:6][CH:5]=[CH:4][CH:3]=1. Procedure: A mixture of acetoacetic acid (3-benzyloxy-2-propyl) ester (23.8 g), o-trifluoromethylbenzaldehyde (8.7 g.) and concentrated ammonia (10.0 ml. of density 0.88) in ethanol (200 ml) was stirred under reflux for 24 hours and then poured into ice and water. The yellow oil which precipitated was separated and purified by column chromatography to give as a pale yellow oil 1,4-dihydro-2,6-dimethyl-4-(2-trifluoromethylphenyl)pyridine-3,5-dicarboxylic acid bis(3-benzyloxy-2-propyl)ester (24.8 g). Reactants: C1CCNCC1, Cc1ccccc1, COc1cc2c(cc1OC)C(COCCCl)OCCC2, Cl. Yields the product COc1cc2c(cc1OC)C(COCCN1CCCCC1)OCCC2, Cl. As a reaction SMILES: [CH2:21]1[CH2:22][CH2:23][NH:24][CH2:25][CH2:26]1.[CH3:28][c:29]1[cH:30][cH:31][cH:32][cH:33][cH:34]1.[Cl:1][CH2:2][CH2:3][O:4][CH2:5][CH:6]1[O:7][CH2:8][CH2:9][CH2:10][c:11]2[c:12]1[cH:13][c:14]([O:19][CH3:20])[c:15]([O:17][CH3:18])[cH:16]2.[ClH:27]>>[CH2:2]([CH2:3][O:4][CH2:5][CH:6]1[O:7][CH2:8][CH2:9][CH2:10][c:11]2[c:12]1[cH:13][c:14]([O:19][CH3:20])[c:15]([O:17][CH3:18])[cH:16]2)[N:24]1[CH2:23][CH2:22][CH2:21][CH2:26][CH2:25]1.[ClH:1]. Starting materials: FC1=CC=C(C=C1)S(=O)(=O)CCCO (3-[(4-fluorophenyl)sulfonyl]propan-1-ol), C1(=CC=CC=C1)O (phenol), C([O-])([O-])=O.[K+].[K+] (potassium carbonate). Solvent: CN(C)C=O (DMF). Reaction conditions: time 24 hour. Product: O(C1=CC=CC=C1)C1=CC=C(C=C1)S(=O)(=O)CCCO (3-[(4-phenoxyphenyl)sulfonyl]propan-1-ol). Isolated yield 70.8%. As a reaction SMILES: F[C:2]1[CH:7]=[CH:6][C:5]([S:8]([CH2:11][CH2:12][CH2:13][OH:14])(=[O:10])=[O:9])=[CH:4][CH:3]=1.[C:15]1([OH:21])[CH:20]=[CH:19][CH:18]=[CH:17][CH:16]=1.C(=O)([O-])[O-].[K+].[K+]>CN(C=O)C>[O:21]([C:2]1[CH:7]=[CH:6][C:5]([S:8]([CH2:11][CH2:12][CH2:13][OH:14])(=[O:10])=[O:9])=[CH:4][CH:3]=1)[C:15]1[CH:20]=[CH:19][CH:18]=[CH:17][CH:16]=1 |f:2.3.4|. Reported procedure: Part C: A solution of 13 g (58 mmol) of 3-[(4-fluorophenyl)sulfonyl]propan-1-ol from part B and 16 g (175 mM) of phenol in 100 mL of anhydrous DMF was purged with nitrogen for one-half hour then treated with 24 g (175 mM) of potassium carbonate. The reaction mixture was then placed in a 100° C. oil bath. After 24 hours, the reaction mixture was concentrated in vacuo, and the residue was partitioned between ethyl acetate and water. The layers were separated and the organic layer was washed with 1... Starting materials: [BH4-], CCO, C[Si](C)(C)CCOCn1cc(I)nc1C=O, [Na+], O. Product: C[Si](C)(C)CCOCn1cc(I)nc1CO. Reaction SMILES: [BH4-:17].[CH3:20][CH2:21][OH:22].[I:1][c:2]1[n:3][c:4]([CH:15]=[O:16])[n:5]([CH2:7][O:8][CH2:9][CH2:10][Si:11]([CH3:12])([CH3:13])[CH3:14])[cH:6]1.[Na+:18].[OH2:19]>>[I:1][c:2]1[n:3][c:4]([CH2:15][OH:16])[n:5]([CH2:7][O:8][CH2:9][CH2:10][Si:11]([CH3:12])([CH3:13])[CH3:14])[cH:6]1. The reactants are [H-].[Al+3].[Li+].[H-].[H-].[H-] (Lithium aluminium hydride), COC(=O)[C@H]1N(CC(C1)(F)F)C(=O)OC(C)(C)C ((S)-4,4-difluoro-pyrrolidine-1,2-dicarboxylic acid 1-tert-butyl ester 2-methyl ester). Solvent: C1CCOC1 (THF). Reaction conditions: time 3 hour. Yields the product C(C)(C)(C)OC(=O)N1[C@@H](CC(C1)(F)F)CO ((S)-4,4-difluoro-2-hydroxymethyl-pyrrolidine-1-carboxylic acid tert-butyl ester). The yield is 45.6%. RXN SMILES: [H-].[Al+3].[Li+].[H-].[H-].[H-].C[O:8][C:9]([C@@H:11]1[CH2:15][C:14]([F:17])([F:16])[CH2:13][N:12]1[C:18]([O:20][C:21]([CH3:24])([CH3:23])[CH3:22])=[O:19])=O>C1COCC1>[C:21]([O:20][C:18]([N:12]1[CH2:13][C:14]([F:16])([F:17])[CH2:15][C@H:11]1[CH2:9][OH:8])=[O:19])([CH3:24])([CH3:23])[CH3:22] |f:0.1.2.3.4.5|. Procedure details: Lithium aluminium hydride (0.42 g, 0.011 mol) was added in portions to a solution of commercially available (S)-4,4-difluoro-pyrrolidine-1,2-dicarboxylic acid 1-tert-butyl ester 2-methyl ester (1 g, 0.0037 mol) in dry THF (25 mL) att 0° C. and allowed to stir for 3 h. The reaction was monitored by TLC and after completion, it was quenched with sat. solution of Na2SO4 in cold condition. The reaction mixture was filtered through a Celite® plug. The filtrate was concentrated under reduced pressure ... The reactants are C1(=CC=CC=C1)C1=CC(=CS1)C(O)C1=CC(=C(C(=C1)OC)OC)OC ((5-Phenylthiophen-3-yl)(3,4,5-trimethoxyphenyl)methanol), CC(=O)OI1(C=2C=CC=CC2C(=O)O1)(OC(=O)C)OC(=O)C (Dess-Martin reagent). The solvent is C(Cl)Cl (CH2Cl2). Reaction conditions: time 30 minute. Product: C1(=CC=CC=C1)C1=CC(=CS1)C(=O)C1=CC(=C(C(=C1)OC)OC)OC ((5-Phenylthiophen-3-yl)(3,4,5-trimethoxyphenyl)methanone). Yield: 60.9%. RXN SMILES: [C:1]1([C:7]2[S:11][CH:10]=[C:9]([CH:12]([C:14]3[CH:19]=[C:18]([O:20][CH3:21])[C:17]([O:22][CH3:23])=[C:16]([O:24][CH3:25])[CH:15]=3)[OH:13])[CH:8]=2)[CH:6]=[CH:5][CH:4]=[CH:3][CH:2]=1.CC(OI1(OC(C)=O)(OC(C)=O)OC(=O)C2C=CC=CC1=2)=O>C(Cl)Cl>[C:1]1([C:7]2[S:11][CH:10]=[C:9]([C:12]([C:14]3[CH:19]=[C:18]([O:20][CH3:21])[C:17]([O:22][CH3:23])=[C:16]([O:24][CH3:25])[CH:15]=3)=[O:13])[CH:8]=2)[CH:6]=[CH:5][CH:4]=[CH:3][CH:2]=1. Reported procedure: To a solution of 40f (0.260 g, 0.73 mmoL) in 20 mL anhydrous CH2Cl2 was added Dess-Martin reagent (0.465 g, 1.36 mmol). The mixture was allowed to stir for 30 min and quenched with sat. Na2S2O3 solution, extracted with ethyl acetate and dried with MgSO4. The solvent was removed under reduced pressure to yield a crude product, which was purified by column chromatography to give pure compound 1f as light yellow crystals (60.9%). 1H NMR (CDCl3) δ 7.97 (d, 1H, J=1.5 Hz), 7.82 (d, 1H, J=1.5 Hz), 7.59... The reactants are ClC=1C=CC(=NC1)C(CC1=CC=CC=C1)(N)C1=CC(=CC(=C1)C(F)(F)F)F (racemic 1-(5-chloropyridin-2-yl)-1-(3-fluoro-5-(trifluoromethyl)phenyl)-2-phenylethanamine), N1=CC=CC=C1 (pyridine), FC([C@@](C(=O)Cl)(C1=CC=CC=C1)OC)(F)F ((R)-3,3,3-trifluoro-2-methoxy-2-phenylpropanoyl chloride). Solvent: C(Cl)Cl (DCM). Conditions: time 14 hour. Yields the product ClC=1C=CC(=NC1)[C@](CC1=CC=CC=C1)(C1=CC(=CC(=C1)C(F)(F)F)F)NC([C@](C(F)(F)F)(C1=CC=CC=C1)OC)=O ((S)-N-((S)-1-(5-chloropyridin-2-yl)-1-(3-fluoro-5-(trifluoromethyl)phenyl)-2-phenylethyl)-3,3,3-trifluoro-2-methoxy-2-phenylpropanamide). RXN SMILES: [Cl:1][C:2]1[CH:3]=[CH:4][C:5]([C:8]([C:17]2[CH:22]=[C:21]([C:23]([F:26])([F:25])[F:24])[CH:20]=[C:19]([F:27])[CH:18]=2)([NH2:16])[CH2:9][C:10]2[CH:15]=[CH:14][CH:13]=[CH:12][CH:11]=2)=[N:6][CH:7]=1.N1C=CC=CC=1.[F:34][C:35]([F:49])([F:48])[C@:36]([O:46][CH3:47])([C:40]1[CH:45]=[CH:44][CH:43]=[CH:42][CH:41]=1)[C:37](Cl)=[O:38]>C(Cl)Cl>[Cl:1][C:2]1[CH:3]=[CH:4][C:5]([C@@:8]([NH:16][C:37](=[O:38])[C@@:36]([O:46][CH3:47])([C:40]2[CH:41]=[CH:42][CH:43]=[CH:44][CH:45]=2)[C:35]([F:48])([F:49])[F:34])([C:17]2[CH:22]=[C:21]([C:23]([F:26])([F:24])[F:25])[CH:20]=[C:19]([F:27])[CH:18]=2)[CH2:9][C:10]2[CH:11]=[CH:12][CH:13]=[CH:14][CH:15]=2)=[N:6][CH:7]=1. Reported procedure: To racemic 1-(5-chloropyridin-2-yl)-1-(3-fluoro-5-(trifluoromethyl)phenyl)-2-phenylethanamine (obtained as described in Example 1, Procedure 1) (55 mg, 0.14 mmol) in DCM (1 mL) was added pyridine (56 μL, 55 mmol) and (R)-3,3,3-trifluoro-2-methoxy-2-phenylpropanoyl chloride (52 μL, 0.22 mmol). The reaction was stirred at room temperature for 14 h and the reaction mixture filtered through a silica plug elution with DCM. (S)-N-((S)-1-(5-chloropyridin-2-yl)-1-(3-fluoro-5-(trifluoromethyl)phenyl)-2-p... Starting materials: [Li+].[OH-] (LiOH), BrC1=CC=C(C=C1)C1=C(C=C2C(=N1)N=C(N2)O[C@@H]2CO[C@H]1[C@@H]2OC[C@H]1O)Cl ((3R,3aR,6R,6aR)-6-[[5-(4-bromophenyl)-6-chloro-1H-imidazo[4,5-b]pyridin-2-yl]oxy]-2,3,3a,5,6,6a-hexahydrofuro[3,2-b]furan-3-ol), C(C)(=O)C1=CC=C(C=C1)B(O)O (4-acetylphenylboronic acid). Run in O1CCOCC1 (dioxane), O (water). Conditions: temperature 80 celsius. Yields the product O[C@H]1[C@@H]2[C@H](OC1)[C@@H](CO2)OC=2NC=1C(=NC(=C(C1)Cl)C1=CC=C(C=C1)C1=CC=C(C=C1)C(C)=O)N2 (1-[4-[4-[2-[[(3R,3aR,6R,6aR)-3-hydroxy-2,3,3a,5,6,6a-hexahydrofuro[3,2-b]furan-6-yl]oxy]-6-chloro-1H-imidazo[4,5-b]pyridin-5-yl]phenyl]phenyl]ethanone). Reaction SMILES: [Li+].[OH-].Br[C:4]1[CH:9]=[CH:8][C:7]([C:10]2[N:15]=[C:14]3[N:16]=[C:17]([O:19][C@H:20]4[C@H:24]5[O:25][CH2:26][C@@H:27]([OH:28])[C@H:23]5[O:22][CH2:21]4)[NH:18][C:13]3=[CH:12][C:11]=2[Cl:29])=[CH:6][CH:5]=1.[C:30]([C:33]1[CH:38]=[CH:37][C:36](B(O)O)=[CH:35][CH:34]=1)(=[O:32])[CH3:31]>O1CCOCC1.O>[OH:28][C@@H:27]1[CH2:26][O:25][C@@H:24]2[C@H:20]([O:19][C:17]3[NH:18][C:13]4[C:14]([N:16]=3)=[N:15][C:10]([C:7]3[CH:8]=[CH:9][C:4]([C:36]5[CH:37]=[CH:38][C:33]([C:30](=[O:32])[CH3:31])=[CH:34][CH:35]=5)=[CH:5][CH:6]=3)=[C:11]([Cl:29])[CH:12]=4)[CH2:21][O:22][C@H:23]12 |f:0.1|. Reported procedure: LiOH (0.41 ml, 1.230 mmol) and 1,1′-bis(diphenylphosphino)ferrocene-palladium(II)dichloride dichloromethane complex (41.8 mg, 0.051 mmol) were added to a stirred solution of (3R,3aR,6R,6aR)-6-[[5-(4-bromophenyl)-6-chloro-1H-imidazo[4,5-b]pyridin-2-yl]oxy]-2,3,3a,5,6,6a-hexahydrofuro[3,2-b]furan-3-ol (225.2 mg, 0.497 mmol) and 4-acetylphenylboronic acid (100.3 mg, 0.612 mmol) in dioxane (4.0 ml) and water (0.59 ml). The reaction mixture was degassed (3×) and placed under nitrogen before being hea... Procedure: To a solution of 0.612 g (3.69 mmol) of (N-t-butylamino)(chloro)dimethylsilane in 50 mL of THF was added 0.500 g (3.72 mmol) of potassium 2,4-dimethylpentadienide (prepared in a manner similar to that reported in J. Am. Chem. Soc. 1978, 100, 3258). The reaction mixture was stirred overnight. The solvent was removed, the residue was extracted with pentane and filtered. The pentane was removed in vacuo to give the product as a pale yellow oil. The yield was 0.733 g, 88.2 percent. 1H NMR (C6D6) δ 5... Product: C(C)(C)(C)N[Si](CC(=CC(=C)C)C)(C)C ((N-t-butylamino)(dimethyl)(2,4-dimethyl-2,4-pentadien-1-yl)silane). The solvent is C1CCOC1 (THF). Reaction conditions: time 8 hour. RXN SMILES: [C:1]([NH:5][Si:6](Cl)([CH3:8])[CH3:7])([CH3:4])([CH3:3])[CH3:2].[CH3:10][C:11]([CH:13]=[C:14]([CH3:16])[CH3:15])=[CH-:12].[K+]>C1COCC1>[C:1]([NH:5][Si:6]([CH3:8])([CH3:7])[CH2:12][C:11]([CH3:10])=[CH:13][C:14]([CH3:16])=[CH2:15])([CH3:4])([CH3:3])[CH3:2] |f:1.2|. Starting materials: C(C)(C)(C)N[Si](C)(C)Cl ((N-t-butylamino)(chloro)dimethylsilane), CC(=[CH-])C=C(C)C.[K+] (potassium 2,4-dimethylpentadienide).